From a dataset of the Open Reaction Database (ORD), a public repository of structured organic reaction records. describe an organic reaction: reactants, conditions, products, and yield Starting materials: [N+](=O)([O-])C1=C(C=CC=C1)SC[C@@H](N)C(=O)O (S-(o-nitrophenyl)-D-cysteine), C(=O)(OCC1=CC=CC=C1)Cl (carbobenzyloxychloride). The solvent is [OH-].[Na+] (sodium hydroxide), [OH-].[Na+] (NaOH). Run at time 2.5 hour. Product: [N+](=O)([O-])C1=C(C=CC=C1)SC[C@@H](NC(=O)OCC1=CC=CC=C1)C(=O)O (S-(o-Nitrophenyl)-N-carbobenzyloxy-D-cysteine). Isolated yield 94.1%. Reaction SMILES: [N+:1]([C:4]1[CH:9]=[CH:8][CH:7]=[CH:6][C:5]=1[S:10][CH2:11][C@H:12]([C:14]([OH:16])=[O:15])[NH2:13])([O-:3])=[O:2].[C:17](Cl)([O:19][CH2:20][C:21]1[CH:26]=[CH:25][CH:24]=[CH:23][CH:22]=1)=[O:18]>[OH-].[Na+]>[N+:1]([C:4]1[CH:9]=[CH:8][CH:7]=[CH:6][C:5]=1[S:10][CH2:11][C@H:12]([C:14]([OH:16])=[O:15])[NH:13][C:17]([O:19][CH2:20][C:21]1[CH:26]=[CH:25][CH:24]=[CH:23][CH:22]=1)=[O:18])([O-:3])=[O:2] |f:2.3|. Procedure: A solution of 11.60 g (48 mmol) of S-(o-nitrophenyl)-D-cysteine in 36 mL of 4N sodium hydroxide (NaOH) was cooled to 0° C. To this solution was added dropwise 6.85 mL (48 mmol) of carbobenzyloxychloride, and the mixture was stirred at room temperature for 2.5 hours. The pH was maintained at 10.8 with the addition of 4N NaOH as needed. The solution was then extracted with ether and the pH adjusted to 1.0 with 12N HCl. The resulting precipitate was dissolved in CH2Cl2, dried with Na2SO4 and evapor... The reactants are CC(=O)OCC1=C(N2[C@@H]([C@@H](C2=O)N)SC1)C(=O)O (7-ACA), C (charcoal), C(=O)(O)[O-].[Na+] (NaHCO3), S1C(=NCC1)S (2-thiazoline-2-thiol), P(=O)([O-])([O-])[O-] (phosphate), Cl (hydrochloric acid). Run in CC(=O)C (acetone), CC(=O)C (acetone). Yields the product NC1[C@@H]2N(C(=C(CS2)CSC=2SCCN2)C(=O)O)C1=O (7-amino-3-(2-thiazolin-2-ylthiomethyl)-3-cephem-4-carboxylic acid). As a reaction SMILES: CC(O[CH2:5][C:6]1[CH2:15][S:14][C@@H:9]2[C@H:10]([NH2:13])[C:11](=[O:12])[N:8]2[C:7]=1[C:16]([OH:18])=[O:17])=O.[S:19]1[CH2:23][CH2:22][N:21]=[C:20]1[SH:24].P([O-])([O-])([O-])=O.C([O-])(O)=O.[Na+].C.Cl>CC(C)=O>[NH2:13][CH:10]1[C:11](=[O:12])[N:8]2[C:7]([C:16]([OH:18])=[O:17])=[C:6]([CH2:5][S:24][C:20]3[S:19][CH2:23][CH2:22][N:21]=3)[CH2:15][S:14][C@H:9]12 |f:3.4|. Reported procedure: 7-ACA (13.65 g) and 2-thiazoline-2-thiol (11.92 g) are suspended in 500 ml. of phosphate buffer 0.2 M (Na2HPO4 /NaH2PO4) pH 6.5. To the suspension are added with stirring 12.6 g. of NaHCO3 and 250 ml. of acetone. The reaction medium is heated for 21/4 hrs with stirring on a 80° C water bath. The solution is then treated with charcoal, cooled (5°-10° C) and acidified to pH 4 with 2 N hydrochloric acid. The obtained suspension is diluted with acetone and stirred for 15-20 minutes. The precipitate ... Starting materials: CN1CCN(c2ccc(Nc3ncc(Br)n4ccnc34)cc2F)CC1, O=C([O-])[O-], CC1(C)OB(c2ccc(C(N)=O)cc2)OC1(C)C, [Na+], [Na+], C1COCCO1, c1ccc(P(c2ccccc2)(c2ccccc2)[Pd](P(c2ccccc2)(c2ccccc2)c2ccccc2)(P(c2ccccc2)(c2ccccc2)c2ccccc2)P(c2ccccc2)(c2ccccc2)c2ccccc2)cc1. Product: CN1CCN(c2ccc(Nc3ncc(-c4ccc(C(N)=O)cc4)n4ccnc34)cc2F)CC1. Reaction SMILES: [Br:1][c:2]1[cH:3][n:4][c:5]([NH:11][c:12]2[cH:13][c:14]([F:25])[c:15]([N:18]3[CH2:19][CH2:20][N:21]([CH3:24])[CH2:22][CH2:23]3)[cH:16][cH:17]2)[c:6]2[n:7]1[cH:8][cH:9][n:10]2.[C:44](=[O:45])([O-:46])[O-:47].[CH3:26][C:27]1([CH3:28])[C:29]([CH3:30])([CH3:31])[O:32][B:33]([c:34]2[cH:35][cH:36][c:37]([C:38](=[O:39])[NH2:40])[cH:41][cH:42]2)[O:43]1.[Na+:48].[Na+:49].[O:50]1[CH2:51][CH2:52][O:53][CH2:54][CH2:55]1.[cH:56]1[cH:57][cH:58][c:59]([P:60]([Pd:61]([P:62]([c:63]2[cH:64][cH:65][cH:66][cH:67][cH:68]2)([c:69]2[cH:70][cH:71][cH:72][cH:73][cH:74]2)[c:75]2[cH:76][cH:77][cH:78][cH:79][cH:80]2)([P:81]([c:82]2[cH:83][cH:84][cH:85][cH:86][cH:87]2)([c:88]2[cH:89][cH:90][cH:91][cH:92][cH:93]2)[c:94]2[cH:95][cH:96][cH:97][cH:98][cH:99]2)[P:100]([c:101]2[cH:102][cH:103][cH:104][cH:105][cH:106]2)([c:107]2[cH:108][cH:109][cH:110][cH:111][cH:112]2)[c:113]2[cH:114][cH:115][cH:116][cH:117][cH:118]2)([c:119]2[cH:120][cH:121][cH:122][cH:123][cH:124]2)[c:125]2[cH:126][cH:127][cH:128][cH:129][cH:130]2)[cH:131][cH:132]1>>[c:2]1(-[c:34]2[cH:35][cH:36][c:37]([C:38](=[O:39])[NH2:40])[cH:41][cH:42]2)[cH:3][n:4][c:5]([NH:11][c:12]2[cH:13][c:14]([F:25])[c:15]([N:18]3[CH2:19][CH2:20][N:21]([CH3:24])[CH2:22][CH2:23]3)[cH:16][cH:17]2)[c:6]2[n:7]1[cH:8][cH:9][n:10]2. Starting materials: ClC=1C=C(C=CC1)C1=CC=CC(=N1)C(=O)O (6-(3-chlorophenyl)-2-pyridinecarboxylic acid), N[C@H](C(=O)NC)CC(C)(C)C ((2S)-2-amino-N,4,4-trimethyl-pentanamide). Yields the product ClC=1C=C(C=CC1)C1=CC=CC(=N1)C(=O)N[C@H](C(=O)NC)CC(C)(C)C ((S)-6-(3-Chlorophenyl)-N-(4,4-dimethyl-1-(methylamino)-1-oxopentan-2-yl)picolinamide). Reaction SMILES: [Cl:1][C:2]1[CH:3]=[C:4]([C:8]2[N:13]=[C:12]([C:14]([OH:16])=O)[CH:11]=[CH:10][CH:9]=2)[CH:5]=[CH:6][CH:7]=1.[NH2:17][C@@H:18]([CH2:23][C:24]([CH3:27])([CH3:26])[CH3:25])[C:19]([NH:21][CH3:22])=[O:20]>>[Cl:1][C:2]1[CH:3]=[C:4]([C:8]2[N:13]=[C:12]([C:14]([NH:17][C@@H:18]([CH2:23][C:24]([CH3:27])([CH3:26])[CH3:25])[C:19]([NH:21][CH3:22])=[O:20])=[O:16])[CH:11]=[CH:10][CH:9]=2)[CH:5]=[CH:6][CH:7]=1. Procedure: The title compound was synthesized in analogy to Example 1, using 6-(3-chlorophenyl)-2-pyridinecarboxylic acid (CAN 863704-38-5) and (2S)-2-amino-N,4,4-trimethyl-pentanamide (CAN 1160161-70-5) as starting materials, MS (EI): m/e=374.1 [M+H]+. Reactants: Cc1cc(C(=O)O)c(Br)s1, Nc1cc([N+](=O)[O-])ccc1O, O=S(Cl)Cl. The product is Cc1cc(C(=O)Nc2cc([N+](=O)[O-])ccc2O)c(Br)s1. RXN SMILES: [Br:1][c:2]1[s:3][c:4]([CH3:10])[cH:5][c:6]1[C:7](=[O:8])[OH:9].[NH2:15][c:16]1[c:17]([OH:25])[cH:18][cH:19][c:20]([N+:22](=[O:23])[O-:24])[cH:21]1.[S:11]([Cl:12])([Cl:13])=[O:14]>>[Br:1][c:2]1[s:3][c:4]([CH3:10])[cH:5][c:6]1[C:7](=[O:9])[NH:15][c:16]1[c:17]([OH:25])[cH:18][cH:19][c:20]([N+:22](=[O:23])[O-:24])[cH:21]1. Reactants: FC=1C=C(CN2NC(C3=CC(=CC=C23)[N+](=O)[O-])=O)C=CC1F (1-(3,4-difluoro-benzyl)-5-nitro-1,2-dihydro-indazol-3-one), [H-].[Na+] (NaH), IC (Iodomethane). The solvent is CN(C)C=O (DMF). Run at time 1 hour. The product is crude residue, FC=1C=C(CN2N(C(C3=CC(=CC=C23)[N+](=O)[O-])=O)C)C=CC1F (1-(3,4-difluoro-benzyl)-2-methyl-5-nitro-1,2-dihydro-indazol-3-one). Isolated yield 52.6%. RXN SMILES: [F:1][C:2]1[CH:3]=[C:4]([CH:19]=[CH:20][C:21]=1[F:22])[CH2:5][N:6]1[C:14]2[C:9](=[CH:10][C:11]([N+:15]([O-:17])=[O:16])=[CH:12][CH:13]=2)[C:8](=[O:18])[NH:7]1.[H-].[Na+].I[CH3:26]>CN(C=O)C>[F:1][C:2]1[CH:3]=[C:4]([CH:19]=[CH:20][C:21]=1[F:22])[CH2:5][N:6]1[C:14]2[C:9](=[CH:10][C:11]([N+:15]([O-:17])=[O:16])=[CH:12][CH:13]=2)[C:8](=[O:18])[N:7]1[CH3:26] |f:1.2|. Procedure: To a solution of 1-(3,4-difluoro-benzyl)-5-nitro-1,2-dihydro-indazol-3-one (prepared in analogy to example 80 using 3,4-difluorobenzylbromide (step A)) (0.2 g) in DMF was added NaH (0.019 g) and the solution was stirred for 1 hour. Iodomethane (0.14 g) was then added and the mixture was stirred overnight. The reaction mixture was quenched with water and extracted with EtOAc. The combined organic layers were washed with brine, dried over sodium sulfate, filtered and evaporated in vacuo to afford ...